Dataset: the Open Reaction Database (ORD), a public repository of structured organic reaction records. Task: describe an organic reaction: reactants, conditions, products, and yield The reactants are O=C([O-])[O-], CN(C)CCCOc1ccc(-c2n[nH]c3ncccc23)cc1, CN(C)C=O, O=C(CCl)OCc1ccccc1, [K+], [K+], O. Yields the product CN(C)CCCOc1ccc(-c2nn(CC(=O)OCc3ccccc3)c3ncccc23)cc1. Reaction SMILES: [C:28](=[O:29])([O-:30])[O-:31].[CH3:1][N:2]([CH2:3][CH2:4][CH2:5][O:6][c:7]1[cH:8][cH:9][c:10](-[c:13]2[n:14][nH:15][c:16]3[n:17][cH:18][cH:19][cH:20][c:21]23)[cH:11][cH:12]1)[CH3:22].[CH3:23][N:24]([CH3:25])[CH:26]=[O:27].[Cl:34][CH2:35][C:36](=[O:37])[O:38][CH2:39][c:40]1[cH:41][cH:42][cH:43][cH:44][cH:45]1.[K+:32].[K+:33].[OH2:46]>>[CH3:1][N:2]([CH2:3][CH2:4][CH2:5][O:6][c:7]1[cH:8][cH:9][c:10](-[c:13]2[n:14][n:15]([CH2:35][C:36](=[O:37])[O:38][CH2:39][c:40]3[cH:41][cH:42][cH:43][cH:44][cH:45]3)[c:16]3[n:17][cH:18][cH:19][cH:20][c:21]23)[cH:11][cH:12]1)[CH3:22]. Starting materials: OC[C@H]1[C@]2(C)[C@H](CC1)[C@@H]1[C@@H](CC3=CC(CC[C@@H]3[C@H]1CC2)=O)C ((7α,14β,17α)-17-(hydroxymethyl)-7-methylestr4-en-3-one), Cl.NO (hydroxylamine hydrochloride), O (water). The solvent is N1=CC=CC=C1 (pyridine). Run at temperature 80 celsius, time 1.5 hour. Yields the product O\N=C/1\C=C2C[C@H]([C@H]3[C@H]4CC[C@H]([C@@]4(C)CC[C@@H]3[C@H]2CC1)CO)C ((3E,7α,14β,17α)-3-(hydroxyimino)-7-methylestr-4-ene-17-methanol), O\N=C\1/C=C2C[C@H]([C@H]3[C@H]4CC[C@H]([C@@]4(C)CC[C@@H]3[C@H]2CC1)CO)C ((3Z,7α,14β,17α)-3-(hydroxyimino)-7-methylestr-4-ene-17-methanol). As a reaction SMILES: [OH:1][CH2:2][C@@H:3]1[CH2:8][CH2:7][C@@H:6]2[C@H:9]3[C@H:18]([CH2:19][CH2:20][C@:4]12[CH3:5])[C@@H:17]1[C:12](=[CH:13][C:14](=O)[CH2:15][CH2:16]1)[CH2:11][C@H:10]3[CH3:22].Cl.[NH2:24][OH:25].O>N1C=CC=CC=1>[OH:25]/[N:24]=[C:14]1/[CH:13]=[C:12]2[C@H:17]([CH2:16][CH2:15]/1)[C@@H:18]1[C@H:9]([C@@H:6]3[C@@:4]([CH2:20][CH2:19]1)([CH3:5])[C@H:3]([CH2:2][OH:1])[CH2:8][CH2:7]3)[C@H:10]([CH3:22])[CH2:11]2.[OH:25]/[N:24]=[C:14]1\[CH:13]=[C:12]2[C@H:17]([CH2:16][CH2:15]\1)[C@@H:18]1[C@H:9]([C@@H:6]3[C@@:4]([CH2:20][CH2:19]1)([CH3:5])[C@H:3]([CH2:2][OH:1])[CH2:8][CH2:7]3)[C@H:10]([CH3:22])[CH2:11]2 |f:1.2|. Procedure details: To a solution of (7α,14β,17α)-17-(hydroxymethyl)-7-methylestr4-en-3-one (Example 4; 1.0 g) in pyridine (6 ml) was added hydroxylamine hydrochloride (2.65 g). The reaction mixture was stirred at 80° C. for 1.5 h. After cooling, the mixture was poured into water. The product was extracted into ethyl acetate; the combined organic phases were washed with brine, dried over sodium sulfate and concentrated under reduced pressure. Column chromatography afforded (3E,7α,14β,17α)-3-(hydroxyimino)-7-methyle... The reactants are ClC1=C(C(=CC=C1)Cl)N1N=C2C(C=NC=C2)=C1 (2-(2,6-dichlorophenyl)-2H-pyrazolo[4,3-c]pyridine), C1=CC(=CC(=C1)Cl)C(=O)OO (mCPBA), S(=S)(=O)([O-])[O-].[Na+].[Na+] (Sodium thiosulfate). Run in C(Cl)Cl (DCM), C(Cl)Cl (DCM). Conditions: time 1 hour. Product: ClC1=C(C(=CC=C1)Cl)N1N=C2C(C=[N+](C=C2)[O-])=C1 (2-(2,6-Dichlorophenyl)-2H-pyrazolo[4,3-c]pyridine 5-oxide). Yield: 90.7%. Reaction SMILES: C1C=C(Cl)C=C(C(OO)=[O:9])C=1.[Cl:12][C:13]1[CH:18]=[CH:17][CH:16]=[C:15]([Cl:19])[C:14]=1[N:20]1[CH:28]=[C:23]2[CH:24]=[N:25][CH:26]=[CH:27][C:22]2=[N:21]1.S([O-])([O-])(=O)=S.[Na+].[Na+]>C(Cl)Cl>[Cl:12][C:13]1[CH:18]=[CH:17][CH:16]=[C:15]([Cl:19])[C:14]=1[N:20]1[CH:28]=[C:23]2[CH:24]=[N+:25]([O-:9])[CH:26]=[CH:27][C:22]2=[N:21]1 |f:2.3.4|. Procedure details: A dried solution of mCPBA (7.2 mmol) in DCM (20 mL) was added to a cooled (0° C.) solution of 2-(2,6-dichlorophenyl)-2H-pyrazolo[4,3-c]pyridine (1.28 g, 4.8 mmol) in DCM (30 mL) under nitrogen. The reaction mixture was stirred for 1 hour, warmed to room temperature, and stirred for a further 2 hours. Sodium thiosulfate (sat. aq.) was added and the layers were partitioned. The organic layer was washed with sodium hydrogen carbonate (sat. aq.) and brine, dried over anhydrous magnesium sulfate, and... Reactants: ClC1=C(C(=O)O)C(=CC=C1)I (2-chloro-6-iodo-benzoic acid), B.O1CCCC1 (borane tetrahydrofuran), Cl (hydrochloric acid), CO (Methanol). The solvent is O1CCCC1 (tetrahydrofuran), C(C)OCC (diethyl ether), C(C)(=O)OCC (ethyl acetate). Reaction conditions: temperature 45 celsius, time 10 minute. Product: ClC1=C(C(=CC=C1)I)CO ((2-Chloro-6-iodo-phenyl)-methanol). Yield: 18.1%. RXN SMILES: [Cl:1][C:2]1[CH:10]=[CH:9][CH:8]=[C:7]([I:11])[C:3]=1[C:4](O)=[O:5].B.O1CCCC1.CO.Cl>O1CCCC1.C(OCC)(=O)C.C(OCC)C>[Cl:1][C:2]1[CH:10]=[CH:9][CH:8]=[C:7]([I:11])[C:3]=1[CH2:4][OH:5] |f:1.2|. Reported procedure: To a solution of 47.5 g (168 mmol) 2-chloro-6-iodo-benzoic acid in 300 ml tetrahydrofuran was added dropwise 420 ml (420 mmol) borane-tetrahydrofuran complex (1 M solution in tetrahydrofuran) over 30 min and then the reaction mixture was heated at 45° C. for 16 hours. 40 ml Methanol was added dropwise and then 70 ml of 25% aqueous hydrochloric acid was added dropwise, and the reaction mixture was heated at reflux for 2 hours. After cooling to room temperature the mixture was diluted with ethyl a... The reactants are ( 2 ), C1=CC=CCCCCCC1 (cyclodecadiene), olefin, O=[O+][O-] (ozone). The product is C/1=C/CC\C=C\CCCC1 (cis,trans-1,5-cyclodecadiene). Reaction SMILES: [CH:1]1[CH2:10][CH2:9][CH2:8][CH2:7][CH2:6][CH2:5][CH:4]=[CH:3][CH:2]=1.O=[O+][O-]>>[CH:1]1=[CH:2][CH2:3][CH2:4][CH:5]=[CH:6][CH2:7][CH2:8][CH2:9][CH2:10]1. Procedure details: The example No. I (2) was repeated (using cyclodecadiene (CDD) as cycloolefin). In this case as well, a 1:1 reaction between olefin and ozone was found.